From a dataset of the Open Reaction Database (ORD), a public repository of structured organic reaction records. describe an organic reaction: reactants, conditions, products, and yield Starting materials: C(C(CC)O)O (1,2-butanediol), O1CC1CC (epoxybutane), O1CC1CC (epoxybutane), [Na] (sodium), [Na] (sodium), S(O)(O)(=O)=O (sulfuric acid). Conditions: temperature 100 celsius. The product is OC(COCC(CC)O)CC (bis(2-hydroxybutyl)ether). RXN SMILES: [CH2:1]([OH:6])[CH:2]([OH:5])[CH2:3][CH3:4].[Na].[O:8]1[CH:10]([CH2:11][CH3:12])[CH2:9]1.S(=O)(=O)(O)O>>[OH:5][CH:2]([CH2:3][CH3:4])[CH2:1][O:6][CH2:9][CH:10]([OH:8])[CH2:11][CH3:12] |^1:6|. Procedure details: A 500 ml, three neck, round bottom flask equipped with magnetic stirrer, internal thermometer, addition funnel, condenser, argon supply, and heating mantle, is flushed with argon. Then 1,2-butanediol (about 270 g, about 3 moles, Aldrich) is added and sodium metal (about 1.2 g, about 0.05 moles, Aldrich) is added and the sodium is allowed to dissolve. Then the reaction mixture is heated to about 100° C. and epoxybutane (about 71 g. about 1 mole, Aldrich) is added dropwise with stirring. Heating i... Starting materials: CN(C1=CC=C(C=NN2C(=NC=C2)CC)C=C1)C (1-[[p-(dimethylamino)benzylidene]amino]-2-ethylimidazole), CN(C1=CC=C(C(CBr)=O)C=C1)C (p-dimethylaminophenacyl bromide). Conditions: time 30 minute. The product is [Br-].CN(C1=CC=C(C=N[N+]2=C(NC=C2)CC)C=C1)C (1-[[p-(dimethylamino)benzylidene]amino]-2-ethylimidazolium bromide). Reaction SMILES: [CH3:1][N:2]([CH3:18])[C:3]1[CH:17]=[CH:16][C:6]([CH:7]=[N:8][N:9]2[CH:13]=[CH:12][N:11]=[C:10]2[CH2:14][CH3:15])=[CH:5][CH:4]=1.CN(C)C1C=CC(C(=O)C[Br:27])=CC=1>>[Br-:27].[CH3:18][N:2]([CH3:1])[C:3]1[CH:4]=[CH:5][C:6]([CH:7]=[N:8][N+:9]2[CH:13]=[CH:12][NH:11][C:10]=2[CH2:14][CH3:15])=[CH:16][CH:17]=1 |f:2.3|. Procedure details: A solution of 2.42 g of 1-[[p-(dimethylamino)benzylidene]amino]-2-ethylimidazole is treated with 2.42 g of p-dimethylaminophenacyl bromide. After stirring at 40° for 30 minutes, the product is crystallized out by the addition of ether and recrystallized from methylene chloride/ether. There is obtained 3-[p-dimethylamino)phenacyl]-1-[[p-(dimethylamino)benzylidene]amino]-2-ethylimidazolium bromide of melting point 247°. The reactants are NC=1C(=C(C(=C(C(=O)Cl)C1I)I)COC(C)=O)I (5-Amino-3-acetoxymethyl-2,4,6-triiodobenzoyl chloride), N(CCO)CCO (diethanolamine). Yields the product NC=1C(=C(C(=C(C(=O)N(CCO)CCO)C1I)I)COC(C)=O)I (5-Amino-3-acetoxymethyl-N,N-bis(2-hydroxyethyl)-2,4,6-triiodobenzamide). RXN SMILES: [NH2:1][C:2]1[C:3]([I:18])=[C:4]([CH2:13][O:14][C:15](=[O:17])[CH3:16])[C:5]([I:12])=[C:6]([C:10]=1[I:11])[C:7](Cl)=[O:8].[NH:19]([CH2:23][CH2:24][OH:25])[CH2:20][CH2:21][OH:22]>>[NH2:1][C:2]1[C:3]([I:18])=[C:4]([CH2:13][O:14][C:15](=[O:17])[CH3:16])[C:5]([I:12])=[C:6]([C:10]=1[I:11])[C:7]([N:19]([CH2:23][CH2:24][OH:25])[CH2:20][CH2:21][OH:22])=[O:8]. Procedure details: 5-Amino-3-acetoxymethyl-2,4,6-triiodobenzoyl chloride was reacted with diethanolamine according to the general procedure in Example 24g. Yield of isolated crude product was 98%. Reactants: CS(=O)(=O)Cl (Methanesulfonyl chloride), NC1=C(C=C(C=C1)CCNC(CC1=CC(=C(C(=C1)Br)OC)Br)=O)OCC1=CC=CC=C1 (N-[2-(4-amino-3-benzyloxy-phenyl)-ethyl]-2-(3,5-dibromo-4-methoxy-phenyl)-acetamide). Run in N1=CC=CC=C1 (pyridine), C(Cl)(Cl)Cl (chloroform). Reaction conditions: time 8 hour. Yields the product C(C1=CC=CC=C1)OC=1C=C(C=CC1NS(=O)(=O)C)CCNC(CC1=CC(=C(C(=C1)Br)OC)Br)=O (N-[2-(3-benzyloxy-4-methanesulfonylamino-phenyl)-ethyl]-2-(3,5-dibromo-4-methoxy-phenyl)-acetamide). RXN SMILES: [CH3:1][S:2](Cl)(=[O:4])=[O:3].[NH2:6][C:7]1[CH:12]=[CH:11][C:10]([CH2:13][CH2:14][NH:15][C:16](=[O:28])[CH2:17][C:18]2[CH:23]=[C:22]([Br:24])[C:21]([O:25][CH3:26])=[C:20]([Br:27])[CH:19]=2)=[CH:9][C:8]=1[O:29][CH2:30][C:31]1[CH:36]=[CH:35][CH:34]=[CH:33][CH:32]=1>N1C=CC=CC=1.C(Cl)(Cl)Cl>[CH2:30]([O:29][C:8]1[CH:9]=[C:10]([CH2:13][CH2:14][NH:15][C:16](=[O:28])[CH2:17][C:18]2[CH:23]=[C:22]([Br:24])[C:21]([O:25][CH3:26])=[C:20]([Br:27])[CH:19]=2)[CH:11]=[CH:12][C:7]=1[NH:6][S:2]([CH3:1])(=[O:4])=[O:3])[C:31]1[CH:32]=[CH:33][CH:34]=[CH:35][CH:36]=1. Reported procedure: Methanesulfonyl chloride (0.148 g, 0.0013 mol) was added dropwise a solution of N-[2-(4-amino-3-benzyloxy-phenyl)-ethyl]-2-(3,5-dibromo-4-methoxy-phenyl)-acetamide (0.712 g, 0.0013 mol) in 6 mL of pyridine. The reaction mixture was stirred overnight at room temperature, diluted with 10 mL of chloroform, washed with 1N HCl and 1N NaOH, dried over Na2SO4 and concentrated. A residue was crystallizedfrom ethyl acetate-hexanes mixture. Yield 0.635 g (78%).